This data is from the Open Reaction Database (ORD), a public repository of structured organic reaction records. The task is: describe an organic reaction: reactants, conditions, products, and yield Reactants: C1=NC=CC=2C(=CC=CC12)S(=O)[O-].[Na+] (sodium 5-isoquinolinesulfinate), FC1=CC=C(C=C1)[N+](=O)[O-] (4-fluoronitrobenzene), C(CO)O (ethylene glycol). Run in O (Water). Product: [N+](=O)([O-])C1=CC=C(C=C1)S(=O)(=O)C1=C2C=CN=CC2=CC=C1 (5-(4-nitrophenylsulfonyl)isoquinoline). The yield is 19.1%. As a reaction SMILES: [CH:1]1[C:10]2[CH:9]=[CH:8][CH:7]=[C:6]([S:11]([O-:13])=[O:12])[C:5]=2[CH:4]=[CH:3][N:2]=1.[Na+].F[C:16]1[CH:21]=[CH:20][C:19]([N+:22]([O-:24])=[O:23])=[CH:18][CH:17]=1.C(O)CO>O>[N+:22]([C:19]1[CH:20]=[CH:21][C:16]([S:11]([C:6]2[CH:7]=[CH:8][CH:9]=[C:10]3[C:5]=2[CH:4]=[CH:3][N:2]=[CH:1]3)(=[O:13])=[O:12])=[CH:17][CH:18]=1)([O-:24])=[O:23] |f:0.1|. Procedure: A mixture of sodium 5-isoquinolinesulfinate 100 mg (0.5 mmol), 4-fluoronitrobenzene 70 mg (0.5 mmol), ethylene glycol 0.1 ml and ethyleneglycoldiethylether 0.1 ml was heated and refluxed for 3.5 hours. Water was added to the reaction mixture, and the solution was extracted with ethyl acetate, the organic layer washed with a saturated sodium chloride, dried over anhydrous sodium sulfate, and concentrated under reduced pressure. The resulting residue was recrystallized from methanol to give 5-(4-n... The reactants are N([C@@H](CCC(N)=O)C(=O)N[C@@H](CCCNC(NS(=O)(=O)C1=CC=C(C)C=C1)=N)C(=O)N[C@@H](CC(C)C)C(=O)O)C(=O)OCC1=CC=CC=C1 (Z-Gln-Arg(Tos)-Leu-OH), NCCN1CCNCC1 (N-(2-aminoethyl) piperazine), N([C@@H](CC(C)C)C(=O)ON1C(=O)CCC1=O)C(=O)OC(C)(C)C (Boc-Leu-OSu), CN1CCOCC1 (N-methylmorpholine). The reagents and catalysts are [Pd] (Pd-C). The solvent is CN1C(CCC1)=O (N-methylpyrrolidone), CO (methanol). Run at time 5 hour. The product is N([C@@H](CC(C)C)C(=O)N[C@@H](CCC(N)=O)C(=O)N[C@@H](CCCNC(NS(=O)(=O)C1=CC=C(C)C=C1)=N)C(=O)N[C@@H](CC(C)C)C(=O)O)C(=O)OC(C)(C)C (Boc-Leu-Gln-Arg(Tos)-Leu-OH). Yield: 83.0%. RXN SMILES: [NH:1](C(OCC1C=CC=CC=1)=O)[C@H:2]([C:8]([NH:10][C@H:11]([C:29]([NH:31][C@H:32]([C:37]([OH:39])=[O:38])[CH2:33][CH:34]([CH3:36])[CH3:35])=[O:30])[CH2:12][CH2:13][CH2:14][NH:15][C:16](=[NH:28])[NH:17][S:18]([C:21]1[CH:27]=[CH:26][C:24]([CH3:25])=[CH:23][CH:22]=1)(=[O:20])=[O:19])=[O:9])[CH2:3][CH2:4][C:5](=[O:7])[NH2:6].[NH:50]([C:66]([O:68][C:69]([CH3:72])([CH3:71])[CH3:70])=[O:67])[C@H:51]([C:56]([O:58]N1C(=O)CCC1=O)=O)[CH2:52][CH:53]([CH3:55])[CH3:54].CN1CCOCC1.NCCN1CCNCC1>CN1CCCC1=O.[Pd].CO>[NH:50]([C:66]([O:68][C:69]([CH3:70])([CH3:71])[CH3:72])=[O:67])[C@H:51]([C:56]([NH:1][C@H:2]([C:8]([NH:10][C@H:11]([C:29]([NH:31][C@H:32]([C:37]([OH:39])=[O:38])[CH2:33][CH:34]([CH3:35])[CH3:36])=[O:30])[CH2:12][CH2:13][CH2:14][NH:15][C:16](=[NH:28])[NH:17][S:18]([C:21]1[CH:27]=[CH:26][C:24]([CH3:25])=[CH:23][CH:22]=1)(=[O:20])=[O:19])=[O:9])[CH2:3][CH2:4][C:5](=[O:7])[NH2:6])=[O:58])[CH2:52][CH:53]([CH3:54])[CH3:55]. Procedure details: In 235 ml of N-methylpyrrolidone are dissolved 16.9 g (24 millimoles) of Z-Gln-Arg(Tos)-Leu-OH obtained according to the process of Example 1 and 8.7 g (26.4 millimoles) of Boc-Leu-OSu, and 2.64 ml of N-methylmorpholine is added to the solution. Then, 3 g of 10% Pd-C is added to the mixture, and the mixture is stirred for 5 hours in a current of H2. Then, N-(2-aminoethyl) piperazine is added to the mixture, the mixture is stirred for 1 hour and 100 ml of methanol is added to the mixture. The 10%... Starting materials: OC=1C=C(C=C)C=CC1O (3,4-dihydroxystyrene), O1CCCC=C1 (dihydropyran). The reagents and catalysts are Cl (hydrochloric acid). Run in C(C)OCC (diethyl ether). Conditions: temperature 40 celsius, time 12 hour. Yields the product O1C(CCCC1)OC=1C=C(C=C)C=CC1OC1OCCCC1 (3,4-bis(2-tetrahydropyranyloxy)styrene). RXN SMILES: [OH:1][C:2]1[CH:3]=[C:4]([CH:7]=[CH:8][C:9]=1[OH:10])[CH:5]=[CH2:6].[O:11]1[CH:16]=[CH:15][CH2:14][CH2:13][CH2:12]1>Cl.C(OCC)C>[O:11]1[CH2:12][CH2:13][CH2:14][CH2:15][CH:16]1[O:1][C:2]1[CH:3]=[C:4]([CH:7]=[CH:8][C:9]=1[O:10][CH:12]1[CH2:13][CH2:14][CH2:15][CH2:16][O:11]1)[CH:5]=[CH2:6]. Procedure: To 100 g (0.73 mol) of the 3,4-dihydroxystyrene prepared in a) are added 320 g (3.8 mol) of dihydropyran and a few drops of concentated hydrochloric acid. The reaction mixture is stirred for 12 h at 40° C. The solution is then diluted with diethyl ether and poured on to ice. The organic phase is washed twice at 0° C. with 1N NaOH, dried, and treated with activated carbon. After filtration and concentration of the filtrate there is obtained a colourless viscous liquid which is chromatographed ove... Starting materials: N#CC1(c2ccccc2)CCC(=O)CC1, NCCCN, Cc1ccc(S(=O)(=O)O)cc1, c1ccccc1. Yields the product N#CC1(c2ccccc2)CCC(NCCCN)CC1. Reaction SMILES: [C:1](#[N:2])[C:3]1([c:10]2[cH:11][cH:12][cH:13][cH:14][cH:15]2)[CH2:4][CH2:5][C:6](=[O:9])[CH2:7][CH2:8]1.[NH2:16][CH2:17][CH2:18][CH2:19][NH2:20].[c:21]1([CH3:22])[cH:23][cH:24][c:25]([S:26]([OH:27])(=[O:28])=[O:29])[cH:30][cH:31]1.[cH:32]1[cH:33][cH:34][cH:35][cH:36][cH:37]1>>[C:1](#[N:2])[C:3]1([c:10]2[cH:11][cH:12][cH:13][cH:14][cH:15]2)[CH2:4][CH2:5][CH:6]([NH:16][CH2:17][CH2:18][CH2:19][NH2:20])[CH2:7][CH2:8]1.